From a dataset of the Open Reaction Database (ORD), a public repository of structured organic reaction records. describe an organic reaction: reactants, conditions, products, and yield Reactants: Cl.C(C)OC(CC1CCNCC1)=O (piperidin-4-yl-acetic acid ethyl ester hydrochloride), FC1=CC=C(C=C1)C(C)=O (1-(4-fluoro-phenyl)-ethanone), C([O-])([O-])=O.[K+].[K+] (potassium carbonate), O (water). Solvent: CS(=O)C (DMSO). Conditions: temperature 90 celsius. The product is C(C)OC(CC1CCN(CC1)C1=CC=C(C=C1)C(C)=O)=O ([1-(4-acetyl-phenyl)-piperidin-4-yl]-acetic acid ethyl ester). Reaction SMILES: Cl.[CH2:2]([O:4][C:5](=[O:13])[CH2:6][CH:7]1[CH2:12][CH2:11][NH:10][CH2:9][CH2:8]1)[CH3:3].F[C:15]1[CH:20]=[CH:19][C:18]([C:21](=[O:23])[CH3:22])=[CH:17][CH:16]=1.C(=O)([O-])[O-].[K+].[K+].O>CS(C)=O>[CH2:2]([O:4][C:5](=[O:13])[CH2:6][CH:7]1[CH2:12][CH2:11][N:10]([C:15]2[CH:20]=[CH:19][C:18]([C:21](=[O:23])[CH3:22])=[CH:17][CH:16]=2)[CH2:9][CH2:8]1)[CH3:3] |f:0.1,3.4.5|. Procedure: To a solution of piperidin-4-yl-acetic acid ethyl ester hydrochloride (24 mmol) in anhydrous DMSO (20 mL) is added 1-(4-fluoro-phenyl)-ethanone (24 mmol) and potassium carbonate (24 mmol). The resulting mixture is heated at 90° C. for 36 hr. The reaction mixture is allowed to cool to rt, poured into cold water (100 mL), and extracted with EtOAc (40 mL×3). The combined organic layers are washed with water and brine, dried over sodium sulfate, and concentrated. The crude product is purified throug...